From a dataset of the Open Reaction Database (ORD), a public repository of structured organic reaction records. describe an organic reaction: reactants, conditions, products, and yield Reactants: CC#N (CH3CN), C1(CC1)NC(C1=CC(=CC(=C1)OCCCOC)OC)=O (N-Cyclopropyl-3-methoxy-5-(3-methoxy-propoxy)-benzamide). Solvent: O1CCCC1 (tetrahydrofuran), O1CCCC1 (tetrahydrofuran). Conditions: temperature -10 celsius, time 14 hour. Yields the product C1(CC1)NCC1=CC(=CC(=C1)OCCCOC)OC (cyclopropyl-[3-methoxy-5-(3-methoxy-propoxy)-benzyl]-amine). As a reaction SMILES: CC#N.[CH:4]1([NH:7][C:8](=O)[C:9]2[CH:14]=[C:13]([O:15][CH2:16][CH2:17][CH2:18][O:19][CH3:20])[CH:12]=[C:11]([O:21][CH3:22])[CH:10]=2)[CH2:6][CH2:5]1>O1CCCC1>[CH:4]1([NH:7][CH2:8][C:9]2[CH:14]=[C:13]([O:15][CH2:16][CH2:17][CH2:18][O:19][CH3:20])[CH:12]=[C:11]([O:21][CH3:22])[CH:10]=2)[CH2:5][CH2:6]1. Reported procedure: A mixture of 3-hydroxy-5-methoxy-benzoic acid methyl ester (4.71 g, 25.9 mmol), K2CO3 (5.72 g, 41.4 mmol) and toluene-4-sulfonic acid 3-methoxy-propyl ester (8.18 g, 33.5 mmol) in DMA (60 ml) is stirred for 14 h at 140° C. The mixture is distributed between ethyl acetate and H2O. The aqueous layer is separated and extracted twice with ethyl acetate. The combined organic layers are dried (Na2SO4) and evaporated to afford crude 3-methoxy-5-(3-methoxy-propoxy)-benzoic acid methyl ester. MS: 255.3 [... The reactants are C(C)(C)(C)OC(=O)N1C(C=2N(CC1)C(=NC2I)C)CCC2=CC=C(C=C2)C(F)(F)F (1-iodo-3-methyl-8-[2-(4-trifluoromethyl-phenyl)-ethyl]-5,6-dihydro-8H-imidazo[1,5-a]pyrazine-7-carboxylic acid tert-butyl ester), C(Cl)Cl.CO (DCM MeOH). Yields the product C(C)(C)(C)OC(=O)N1C(C=2N(CC1)C(=NC2Cl)C)CCC2=CC=C(C=C2)C(F)(F)F (1-chloro-3-methyl-8-[2-(4-trifluoromethyl-phenyl)-ethyl]-5,6-dihydro-8H-imidazo[1,5-a]pyrazine-7-carboxylic acid tert-butyl ester). As a reaction SMILES: [C:1]([O:5][C:6]([N:8]1[CH2:13][CH2:12][N:11]2[C:14]([CH3:18])=[N:15][C:16](I)=[C:10]2[CH:9]1[CH2:19][CH2:20][C:21]1[CH:26]=[CH:25][C:24]([C:27]([F:30])([F:29])[F:28])=[CH:23][CH:22]=1)=[O:7])([CH3:4])([CH3:3])[CH3:2].C(Cl)[Cl:32].CO>>[C:1]([O:5][C:6]([N:8]1[CH2:13][CH2:12][N:11]2[C:14]([CH3:18])=[N:15][C:16]([Cl:32])=[C:10]2[CH:9]1[CH2:19][CH2:20][C:21]1[CH:26]=[CH:25][C:24]([C:27]([F:30])([F:29])[F:28])=[CH:23][CH:22]=1)=[O:7])([CH3:4])([CH3:3])[CH3:2] |f:1.2|. Procedure details: According to the general procedure (GP12), chlorination of 1-iodo-3-methyl-8-[2-(4-trifluoromethyl-phenyl)-ethyl]-5,6-dihydro-8H-imidazo[1,5-a]pyrazine-7-carboxylic acid tert-butyl ester (389 mg; 0.727 mmol) and purification by FC (DCM/MeOH=20/1) gave the product 1-chloro-3-methyl-8-[2-(4-trifluoromethyl-phenyl)-ethyl]-5,6-dihydro-8H-imidazo[1,5-a]pyrazine-7-carboxylic acid tert-butyl ester as an orange oil (33 mg; 0.074 mmol). LC-MS: tR=1.02 min.; [M+H]+=444.44 g/mol.